From a dataset of the Open Reaction Database (ORD), a public repository of structured organic reaction records. describe an organic reaction: reactants, conditions, products, and yield Starting materials: FC1=CC=C(C=C1)C(CCN(CCCN)C)C1=NC=CC=C1 (N-[3-(4-fluorophenyl)-3-(2-pyridyl)propyl]-N-methyl-1,3-propanediamine), C(C)(=O)OCC.CO (ethyl acetate methanol), CSC(=C[N+](=O)[O-])NCCCOC1=CC(=CC=C1)CN1CCCCC1 (1-methylthio-1-[3-[3-(piperidinomethyl)phenoxy]propyl]amino-2-nitro-ethene). The solvent is C(C)#N (acetonitrile). Product: FC1=CC=C(C=C1)C(CCN(C)CCCNC(=C[N+](=O)[O-])NCCCOC1=CC(=CC=C1)CN1CCCCC1)C1=NC=CC=C1 (N-[3-[N-[3-(4-fluorophenyl)-3-(2-pyridyl)propyl]-N-methylamino]propyl]-N'-[3-[3-(piperidinomethyl)phenoxy]propyl]-2-nitro-1,1-ethenediamine). RXN SMILES: [F:1][C:2]1[CH:7]=[CH:6][C:5]([CH:8]([C:17]2[CH:22]=[CH:21][CH:20]=[CH:19][N:18]=2)[CH2:9][CH2:10][N:11]([CH3:16])[CH2:12][CH2:13][CH2:14][NH2:15])=[CH:4][CH:3]=1.CS[C:25]([NH:30][CH2:31][CH2:32][CH2:33][O:34][C:35]1[CH:40]=[CH:39][CH:38]=[C:37]([CH2:41][N:42]2[CH2:47][CH2:46][CH2:45][CH2:44][CH2:43]2)[CH:36]=1)=[CH:26][N+:27]([O-:29])=[O:28].C(OCC)(=O)C.CO>C(#N)C>[F:1][C:2]1[CH:7]=[CH:6][C:5]([CH:8]([C:17]2[CH:22]=[CH:21][CH:20]=[CH:19][N:18]=2)[CH2:9][CH2:10][N:11]([CH2:12][CH2:13][CH2:14][NH:15][C:25]([NH:30][CH2:31][CH2:32][CH2:33][O:34][C:35]2[CH:40]=[CH:39][CH:38]=[C:37]([CH2:41][N:42]3[CH2:47][CH2:46][CH2:45][CH2:44][CH2:43]3)[CH:36]=2)=[CH:26][N+:27]([O-:29])=[O:28])[CH3:16])=[CH:4][CH:3]=1 |f:2.3|. Procedure details: A mixture of 0.74 g (2.5 mmol) of N-[3-(4-fluorophenyl)-3-(2-pyridyl)propyl]-N-methyl-1,3-propanediamine and an equimolar amount of 1-methylthio-1-[3-[3-(piperidinomethyl)phenoxy]propyl]amino-2-nitro-ethene is heated under reflux for 12 hours in 20 ml of acetonitrile. The batch is then freed from solvent and the title compound is isolated in the form of a viscous oil by means of preparative thick-layer chromatography (eluant: ethyl acetate/methanol 9+1, ammoniacal atmosphere); MS (+FAB method): ... The reactants are CCn1c(=O)n(-c2ccc(Oc3nc4ccccc4n3COCC[Si](C)(C)C)cc2)c2ncccc21, CCO, Cl. Product: CCn1c(=O)n(-c2ccc(Oc3nc4ccccc4[nH]3)cc2)c2ncccc21, Cl. Reaction SMILES: [CH2:1]([CH3:2])[n:3]1[c:4](=[O:36])[n:5](-[c:12]2[cH:13][cH:14][c:15]([O:18][c:19]3[n:20][c:21]4[c:22]([n:23]3[CH2:24][O:25][CH2:26][CH2:27][Si:28]([CH3:29])([CH3:30])[CH3:31])[cH:32][cH:33][cH:34][cH:35]4)[cH:16][cH:17]2)[c:6]2[n:7][cH:8][cH:9][cH:10][c:11]12.[CH3:38][CH2:39][OH:40].[ClH:37]>>[CH2:1]([CH3:2])[n:3]1[c:4](=[O:36])[n:5](-[c:12]2[cH:13][cH:14][c:15]([O:18][c:19]3[nH:20][c:21]4[c:22]([n:23]3)[cH:32][cH:33][cH:34][cH:35]4)[cH:16][cH:17]2)[c:6]2[n:7][cH:8][cH:9][cH:10][c:11]12.[ClH:37]. Starting materials: ClC1=NC2=NC(=C(N=C2C(=N1)N1CCSCC1)Cl)NCC1=CC=CC=C1 (2,6-dichloro-4-thiomorpholino-7-benzylamino-pteridine), N1CCNCC1 (piperazine). Product: ClC=1N=C2C(=NC(=NC2=NC1NCC1=CC=CC=C1)N1CCNCC1)N1CCSCC1 (6-Chloro-2-piperazino-4-thiomorpholino-7-benzylamino-pteridine). Reaction SMILES: Cl[C:2]1[N:11]=[C:10]([N:12]2[CH2:17][CH2:16][S:15][CH2:14][CH2:13]2)[C:9]2[C:4](=[N:5][C:6]([NH:19][CH2:20][C:21]3[CH:26]=[CH:25][CH:24]=[CH:23][CH:22]=3)=[C:7]([Cl:18])[N:8]=2)[N:3]=1.[NH:27]1[CH2:32][CH2:31][NH:30][CH2:29][CH2:28]1>>[Cl:18][C:7]1[N:8]=[C:9]2[C:4](=[N:5][C:6]=1[NH:19][CH2:20][C:21]1[CH:26]=[CH:25][CH:24]=[CH:23][CH:22]=1)[N:3]=[C:2]([N:27]1[CH2:32][CH2:31][NH:30][CH2:29][CH2:28]1)[N:11]=[C:10]2[N:12]1[CH2:17][CH2:16][S:15][CH2:14][CH2:13]1. Procedure details: This compound was prepared analogous to Example 1 from 2,6-dichloro-4-thiomorpholino-7-benzylamino-pteridine and piperazine. Reactants: COC(C1=C(C=CC=C1)CC(=O)NC1=CC(=CC=C1)\C=C\C=1SC=C(N1)C1CCC1)=O ((E)-2-[2-[3-[2-[4-(cyclobutyl)-2-thiazolyl]ethenyl]phenylamino]-2-oxoethyl]benzoic acid methyl ester), [BH4-].[Na+] (sodium borohydride), O1CCCC1 (tetrahydrofuran), CO (methanol). The solvent is O (water). Reaction conditions: time 20 hour. The product is C1(CCC1)C=1N=C(SC1)/C=C/C=1C=C(C=CC1)NC(CC1=C(CO)C=CC=C1)=O ((E)-2-[2-[3-[2-[4-(cyclobutyl)-2-thiazolyl]ethenyl]phenylamino]-2-oxoethyl]benzyl alcohol). As a reaction SMILES: C[O:2][C:3](=O)[C:4]1[CH:9]=[CH:8][CH:7]=[CH:6][C:5]=1[CH2:10][C:11]([NH:13][C:14]1[CH:19]=[CH:18][CH:17]=[C:16](/[CH:20]=[CH:21]/[C:22]2[S:23][CH:24]=[C:25]([CH:27]3[CH2:30][CH2:29][CH2:28]3)[N:26]=2)[CH:15]=1)=[O:12].[BH4-].[Na+].O1CCCC1.CO>O>[CH:27]1([C:25]2[N:26]=[C:22](/[CH:21]=[CH:20]/[C:16]3[CH:15]=[C:14]([NH:13][C:11](=[O:12])[CH2:10][C:5]4[CH:6]=[CH:7][CH:8]=[CH:9][C:4]=4[CH2:3][OH:2])[CH:19]=[CH:18][CH:17]=3)[S:23][CH:24]=2)[CH2:28][CH2:29][CH2:30]1 |f:1.2|. Procedure: A mixture of 0.865 g of (E)-2-[2-[3-[2-[4-(cyclobutyl)-2-thiazolyl]ethenyl]phenylamino]-2-oxoethyl]benzoic acid methyl ester, 0.5 g of sodium borohydride, 75 ml of tetrahydrofuran and 20 ml of methanol was stirred under a positive nitrogen atmosphere for 20 hr. The reaction mixture was condensed in vacuo and the residual materials were mixed with water and extracted with methylene chloride. The combined extracts were washed with water, dried (MgSO4) and condensed in vacuo. The residual materials...